This data is from the Open Reaction Database (ORD), a public repository of structured organic reaction records. The task is: describe an organic reaction: reactants, conditions, products, and yield Reactants: O=C([O-])[O-], CCc1[nH]c2c(F)ccc(OCC(=O)OC)c2c(=O)c1Cc1ccc(S(=O)(=O)N2CCOCC2)cc1, CN(C)C=O, CC(=O)OC(F)(F)Cl, [K+], [K+], O. The product is CCc1nc2c(F)ccc(OCC(=O)OC)c2c(OC(F)F)c1Cc1ccc(S(=O)(=O)N2CCOCC2)cc1. RXN SMILES: [C:42](=[O:43])([O-:44])[O-:45].[CH3:1][O:2][C:3]([CH2:4][O:5][c:6]1[c:7]2[c:8](=[O:35])[c:9]([CH2:19][c:20]3[cH:21][cH:22][c:23]([S:26](=[O:27])(=[O:28])[N:29]4[CH2:30][CH2:31][O:32][CH2:33][CH2:34]4)[cH:24][cH:25]3)[c:10]([CH2:17][CH3:18])[nH:11][c:12]2[c:13]([F:16])[cH:14][cH:15]1)=[O:36].[CH3:37][N:38]([CH3:39])[CH:40]=[O:41].[Cl:48][C:49]([F:50])([F:51])[O:52][C:53](=[O:54])[CH3:55].[K+:46].[K+:47].[OH2:56]>>[CH3:1][O:2][C:3]([CH2:4][O:5][c:6]1[c:7]2[c:8]([O:35][CH:49]([F:50])[F:51])[c:9]([CH2:19][c:20]3[cH:21][cH:22][c:23]([S:26](=[O:27])(=[O:28])[N:29]4[CH2:30][CH2:31][O:32][CH2:33][CH2:34]4)[cH:24][cH:25]3)[c:10]([CH2:17][CH3:18])[n:11][c:12]2[c:13]([F:16])[cH:14][cH:15]1)=[O:36]. Reactants: N(=N\C(=O)N1CCCCC1)/C(=O)N1CCCCC1 (1,1′-[(E)-diazen-1,2-diyldicarbonyl]dipiperidine), COCOC1=C(C=C2CCCC2=C1)NS(=O)(=O)C=1SC=C(N1)C (N-[6-(methoxymethoxy)-2,3-dihydro-1H-inden-5-yl]-4-methyl-1,3-thiazole-2-sulfonamide), C(CCC)P(CCCC)CCCC (tributyl phosphine), F[C@H](CO)C ((2S)-2-fluoropropan-1-ol). Solvent: C1CCOC1 (THF). Reaction conditions: time 8 hour. Product: F[C@H](CN(S(=O)(=O)C=1SC=C(N1)C)C=1C=C2CCCC2=CC1OCOC)C (N-[(2S)-2-fluoropropyl]-N-[6-(methoxymethoxy)-2,3-dihydro-1H-inden-5-yl]-4-methyl-1,3-thiazole-2-sulfonamide). The yield is 60.3%. As a reaction SMILES: [CH3:1][O:2][CH2:3][O:4][C:5]1[CH:13]=[C:12]2[C:8]([CH2:9][CH2:10][CH2:11]2)=[CH:7][C:6]=1[NH:14][S:15]([C:18]1[S:19][CH:20]=[C:21]([CH3:23])[N:22]=1)(=[O:17])=[O:16].C(P(CCCC)CCCC)CCC.[F:37][C@@H:38]([CH3:41])[CH2:39]O.N(/C(N1CCCCC1)=O)=N\C(N1CCCCC1)=O>C1COCC1>[F:37][C@@H:38]([CH3:41])[CH2:39][N:14]([C:6]1[CH:7]=[C:8]2[C:12](=[CH:13][C:5]=1[O:4][CH2:3][O:2][CH3:1])[CH2:11][CH2:10][CH2:9]2)[S:15]([C:18]1[S:19][CH:20]=[C:21]([CH3:23])[N:22]=1)(=[O:17])=[O:16]. Procedure details: 896 mg of N-[6-(methoxymethoxy)-2,3-dihydro-1H-inden-5-yl]-4-methyl-1,3-thiazole-2-sulfonamide, 665 mg of tributyl phosphine, and 257 mg of (2S)-2-fluoropropan-1-ol were dissolved in 8.96 mL of THF, and 829 mg of 1,1′-[(E)-diazen-1,2-diyldicarbonyl]dipiperidine was added thereto, followed by stirring overnight at room temperature. After the insoluble materials were removed by filtration, the filtrate was concentrated under reduced pressure, and the obtained residue was purified by silica gel col... The reactants are CS(=O)(=O)OCCCCC1=CC(=CC=C1)OCC1=CC=CC=C1 (4-(3-benzyloxyphenyl)butyl methanesulfonate), N1C=NC=C1 (imidazole). The product is C(C1=CC=CC=C1)OC=1C=C(C=CC1)CCCCN1C=NC=C1 (1-[4-(3-benzyloxyphenyl)butyl]imidazole). Yield: 61.0%. As a reaction SMILES: CS(O[CH2:6][CH2:7][CH2:8][CH2:9][C:10]1[CH:15]=[CH:14][CH:13]=[C:12]([O:16][CH2:17][C:18]2[CH:23]=[CH:22][CH:21]=[CH:20][CH:19]=2)[CH:11]=1)(=O)=O.[NH:24]1[CH:28]=[CH:27][N:26]=[CH:25]1>>[CH2:17]([O:16][C:12]1[CH:11]=[C:10]([CH2:9][CH2:8][CH2:7][CH2:6][N:24]2[CH:28]=[CH:27][N:26]=[CH:25]2)[CH:15]=[CH:14][CH:13]=1)[C:18]1[CH:23]=[CH:22][CH:21]=[CH:20][CH:19]=1. Procedure details: In substantially the same manner as in Reference Example 88, 4-(3-benzyloxyphenyl)butyl methanesulfonate was allowed to react with imidazole to give 1-[4-(3-benzyloxyphenyl)butyl]imidazole. The yield was 61%. Oily substance. As a reaction SMILES: [CH3:28][CH2:29][OH:30].[F:1][O:2][P:3](=[O:4])([O:5][F:6])[CH2:7][c:8]1[c:9]([Br:25])[cH:10][c:11]([CH2:14][S:15][CH2:16][C:17]2([CH2:20][C:21](=[O:22])[O:23][CH3:24])[CH2:18][CH2:19]2)[cH:12][cH:13]1.[Na+:27].[OH-:26]>>[F:1][O:2][P:3](=[O:4])([O:5][F:6])[CH2:7][c:8]1[c:9]([Br:25])[cH:10][c:11]([CH2:14][S:15][CH2:16][C:17]2([CH2:20][C:21](=[O:22])[OH:23])[CH2:18][CH2:19]2)[cH:12][cH:13]1. Yields the product O=C(O)CC1(CSCc2ccc(CP(=O)(OF)OF)c(Br)c2)CC1. Starting materials: CCO, COC(=O)CC1(CSCc2ccc(CP(=O)(OF)OF)c(Br)c2)CC1, [Na+], [OH-]. The reactants are F[C@@H]1CN(CC[C@H]1C1=CC=C(C=C1)O)[C@H]1C(N(CC1)CC1=CC=C(C=C1)C)=O ((R)-3-((3S,4S)-3-fluoro-4-(4-hydroxyphenyl)piperidin-1-yl)-1-(4-methylbenzyl)pyrrolidin-2-one), C(C)(C)(C)OC(=O)N[C@H](C(=O)O)C ((S)-2-((tert-butoxycarbonyl)amino)propanoic acid), O (Water), C1CCC(CC1)N=C=NC2CCCCC2 (DCC). Reagents/catalysts: CN(C)C=1C=CN=CC1 (DMAP). The solvent is C(Cl)Cl (DCM). Reaction conditions: time 18 hour. The product is C(C)(C)(C)OC(=O)N[C@H](C(=O)OC1=CC=C(C=C1)[C@H]1[C@@H](CN(CC1)[C@H]1C(N(CC1)CC1=CC=C(C=C1)C)=O)F)C ((S)-4-((3S,4S)-3-fluoro-1-((R)-1-(4-methylbenzyl)-2-oxopyrrolidin-3-yl)piperidin-4-yl)phenyl 2-((tert-butoxycarbonyl)amino)propanoate). The yield is 74.4%. As a reaction SMILES: [F:1][C@H:2]1[C@H:7]([C:8]2[CH:13]=[CH:12][C:11]([OH:14])=[CH:10][CH:9]=2)[CH2:6][CH2:5][N:4]([C@@H:15]2[CH2:19][CH2:18][N:17]([CH2:20][C:21]3[CH:26]=[CH:25][C:24]([CH3:27])=[CH:23][CH:22]=3)[C:16]2=[O:28])[CH2:3]1.[C:29]([O:33][C:34]([NH:36][C@@H:37]([CH3:41])[C:38](O)=[O:39])=[O:35])([CH3:32])([CH3:31])[CH3:30].C1CCC(N=C=NC2CCCCC2)CC1.O>C(Cl)Cl.CN(C1C=CN=CC=1)C>[C:29]([O:33][C:34]([NH:36][C@@H:37]([CH3:41])[C:38]([O:14][C:11]1[CH:12]=[CH:13][C:8]([C@@H:7]2[CH2:6][CH2:5][N:4]([C@@H:15]3[CH2:19][CH2:18][N:17]([CH2:20][C:21]4[CH:22]=[CH:23][C:24]([CH3:27])=[CH:25][CH:26]=4)[C:16]3=[O:28])[CH2:3][C@H:2]2[F:1])=[CH:9][CH:10]=1)=[O:39])=[O:35])([CH3:32])([CH3:31])[CH3:30]. Procedure: To a solution of (R)-3-((3S,4S)-3-fluoro-4-(4-hydroxyphenyl)piperidin-1-yl)-1-(4-methylbenzyl)pyrrolidin-2-one (0.03 g, 0.078 mmol, example 1) in DCM (5 mL) was added (S)-2-((tert-butoxycarbonyl)amino)propanoic acid (0.077 g, 0.408 mmol) followed by DCC (0.049 g, 0.235 mmol) and DMAP (9.58 mg, 0.078 mmol). The reaction mixture was stirred at rt for 18 h. Water (15 mL) was then added, and the layers were separated. The aqueous layer was extracted with DCM (3×15 mL) and the organic layers were com... The reactants are O=C([O-])[O-], CN(C)C=O, COc1cc2c(Oc3cc4cccnc4nc3C)ccnc2cc1OCCCl, [K+], [K+], OC1CCCNC1. The product is COc1cc2c(Oc3cc4cccnc4nc3C)ccnc2cc1OCCN1CCCC(O)C1. Reaction SMILES: [C:29](=[O:30])([O-:31])[O-:32].[CH3:42][N:43]([CH3:44])[CH:45]=[O:46].[Cl:1][CH2:2][CH2:3][O:4][c:5]1[c:6]([O:27][CH3:28])[cH:7][c:8]2[c:9]([O:15][c:16]3[c:17]([CH3:26])[n:18][c:19]4[n:20][cH:21][cH:22][cH:23][c:24]4[cH:25]3)[cH:10][cH:11][n:12][c:13]2[cH:14]1.[K+:33].[K+:34].[OH:35][CH:36]1[CH2:37][NH:38][CH2:39][CH2:40][CH2:41]1>>[CH2:2]([CH2:3][O:4][c:5]1[c:6]([O:27][CH3:28])[cH:7][c:8]2[c:9]([O:15][c:16]3[c:17]([CH3:26])[n:18][c:19]4[n:20][cH:21][cH:22][cH:23][c:24]4[cH:25]3)[cH:10][cH:11][n:12][c:13]2[cH:14]1)[N:38]1[CH2:37][CH:36]([OH:35])[CH2:41][CH2:40][CH2:39]1. Reactants: COC(CC=1C=NC=C(C1)Br)=O (methyl(5-bromo-3-pyridinyl)acetate), [H-].[Na+] (sodium hydride), O (water), BrCCBr (1,2-dibromoethane). The solvent is CN(C=O)C (N,N-dimethylformamide), O1CCCC1 (tetrahydrofuran). Conditions: time 15 minute. Yields the product BrC=1C=C(C=NC1)C1(CC1)C(=O)OC (methyl 1-(5-bromo-3-pyridinyl)cyclopropanecarboxylate). Reaction SMILES: [CH3:1][O:2][C:3](=[O:12])[CH2:4][C:5]1[CH:6]=[N:7][CH:8]=[C:9]([Br:11])[CH:10]=1.[H-].[Na+].Br[CH2:16][CH2:17]Br.O>CN(C)C=O.O1CCCC1>[Br:11][C:9]1[CH:10]=[C:5]([C:4]2([C:3]([O:2][CH3:1])=[O:12])[CH2:17][CH2:16]2)[CH:6]=[N:7][CH:8]=1 |f:1.2|. Reported procedure: To a solution of the title compound from Example 71 Step A (0.50 g, 2.17 mmol) in N,N-dimethylformamide (6.8 mL) and tetrahydrofuran (6.8 mL) was added sodium hydride (60% dispersion in mineral oil, 0.435 g, 10.9 mmol). After stirring for 15 minutes, 1,2-dibromoethane (0.56 ml, 6.5 mmol) was added. After stirring overnight, the reaction was poured into water and extracted with ethyl acetate. The combined organic extracts were washed with water and saturated aqueous sodium chloride solution, drie...